describe an organic reaction: reactants, conditions, products, and yield From a dataset of the Open Reaction Database (ORD), a public repository of structured organic reaction records. Reactants: [H][H] (hydrogen), [H][H] (hydrogen), [N+](=O)([O-])C1=C(C=CC=C1)S(=O)(=O)N(CC)CC (o-nitro-N,N-diethylbenzenesulfonamide). Reagents/catalysts: [Pd] (palladium on carbon). Run in C(C)(=O)OCC (ethyl acetate). Product: NC1=C(C=CC=C1)S(=O)(=O)N(CC)CC (o-amino-N,N-diethylbenzenesulfonamide). Isolated yield 104.6%. Reaction SMILES: [N+:1]([C:4]1[CH:9]=[CH:8][CH:7]=[CH:6][C:5]=1[S:10]([N:13]([CH2:16][CH3:17])[CH2:14][CH3:15])(=[O:12])=[O:11])([O-])=O.[H][H]>[Pd].C(OCC)(=O)C>[NH2:1][C:4]1[CH:9]=[CH:8][CH:7]=[CH:6][C:5]=1[S:10]([N:13]([CH2:16][CH3:17])[CH2:14][CH3:15])(=[O:12])=[O:11]. Procedure details: In a pressure vessel a mixture of 133 g of o-nitro-N,N-diethylbenzenesulfonamide, 5 g of 10% palladium on carbon, and 500 ml of ethyl acetate was shaken at 130° under 500 psi hydrogen pressure until hydrogen was no longer absorbed. The reaction mixture was cooled and the catalyst filtered off. Evaporation of the solvent in-vacuo gave 123 g of o-amino-N,N-diethylbenzenesulfonamide as a viscous oil which slowly crystallized to a solid, m.p. 45°-51°. Procedure details: Hydrochloric acid in dioxane (4 M, 5 mL) was added to tert-butyl {2-[[(3-{[5-chloro-4-(3-chloro-5-cyanophenoxy)-1H-1,2,3-benzotriazol-1-yl]methyl}-1H-pyrazolo[3,4-b]pyridin-1-yl)carbonyl](methyl)amino]ethyl}carbamate (620 mg, 974 mmol) at 0° C. After 2 hours, the reaction mixture was concentrated under reduced pressure and the residue crystallized from ethanol. 1H NMR (DMSO-d6) δ 8.68 (d, J=4.5 Hz, 1H), 8.28 (d, J=8.0 Hz, 1H), 7.97 (d, J=9.1 Hz, 1H), 7.90 (s, 1H), 7.82 (m, 1H), 7.55 (m, 1H), 7.4... Conditions: time 2 hour. Solvent: O1CCOCC1 (dioxane). Product: [Cl-].ClC1=C(C2=C(N(N=N2)CC2=NN(C3=NC=CC=C32)C(=O)N(CC[NH3+])C)C=C1)OC1=CC(=CC(=C1)C#N)Cl (2-[[(3-{[5-chloro-4-(3-chloro-5-cyanophenoxy)-1H-1,2,3-benzotriazol-1-yl]methyl}-1H-pyrazolo[3,4-b]pyridin-1-yl)carbonyl](methyl)amino]ethanaminium chloride). Starting materials: Cl (Hydrochloric acid), ClC1=C(C2=C(N(N=N2)CC2=NN(C3=NC=CC=C32)C(=O)N(CCNC(OC(C)(C)C)=O)C)C=C1)OC1=CC(=CC(=C1)C#N)Cl (tert-butyl {2-[[(3-{[5-chloro-4-(3-chloro-5-cyanophenoxy)-1H-1,2,3-benzotriazol-1-yl]methyl}-1H-pyrazolo[3,4-b]pyridin-1-yl)carbonyl](methyl)amino]ethyl}carbamate). As a reaction SMILES: Cl.[Cl:2][C:3]1[CH:35]=[CH:34][C:6]2[N:7]([CH2:10][C:11]3[C:19]4[C:14](=[N:15][CH:16]=[CH:17][CH:18]=4)[N:13]([C:20]([N:22]([CH3:33])[CH2:23][CH2:24][NH:25]C(=O)OC(C)(C)C)=[O:21])[N:12]=3)[N:8]=[N:9][C:5]=2[C:4]=1[O:36][C:37]1[CH:42]=[C:41]([C:43]#[N:44])[CH:40]=[C:39]([Cl:45])[CH:38]=1>O1CCOCC1>[Cl-:2].[Cl:2][C:3]1[CH:35]=[CH:34][C:6]2[N:7]([CH2:10][C:11]3[C:19]4[C:14](=[N:15][CH:16]=[CH:17][CH:18]=4)[N:13]([C:20]([N:22]([CH3:33])[CH2:23][CH2:24][NH3+:25])=[O:21])[N:12]=3)[N:8]=[N:9][C:5]=2[C:4]=1[O:36][C:37]1[CH:42]=[C:41]([C:43]#[N:44])[CH:40]=[C:39]([Cl:45])[CH:38]=1 |f:3.4|. The reactants are C1CCOC1, O=C1NC(=O)c2ccccc21, O, CC(CO)c1ccccc1, c1ccc(P(c2ccccc2)c2ccccc2)cc1. Yields the product CC(CN1C(=O)c2ccccc2C1=O)c1ccccc1. As a reaction SMILES: [CH2:42]1[O:43][CH2:44][CH2:45][CH2:46]1.[O:11]=[C:12]1[NH:13][C:14](=[O:15])[c:16]2[cH:17][cH:18][cH:19][cH:20][c:21]21.[OH2:41].[c:1]1([CH:7]([CH2:8][OH:9])[CH3:10])[cH:2][cH:3][cH:4][cH:5][cH:6]1.[c:22]1([P:23]([c:24]2[cH:25][cH:26][cH:27][cH:28][cH:29]2)[c:30]2[cH:31][cH:32][cH:33][cH:34][cH:35]2)[cH:36][cH:37][cH:38][cH:39][cH:40]1>>[c:1]1([CH:7]([CH2:8][N:13]2[C:12](=[O:11])[c:21]3[c:16]([cH:17][cH:18][cH:19][cH:20]3)[C:14]2=[O:15])[CH3:10])[cH:2][cH:3][cH:4][cH:5][cH:6]1.